From a dataset of the Open Reaction Database (ORD), a public repository of structured organic reaction records. describe an organic reaction: reactants, conditions, products, and yield Reactants: BrC1=C2C=NNC2=CC(=C1)F (4-bromo-6-fluoro-1H-indazole), [H-].[Na+] (sodium hydride), IC (iodomethane), O (water). The solvent is CN(C)C=O (DMF). Run at time 5 minute. Yields the product BrC1=C2C=NN(C2=CC(=C1)F)C (4-bromo-6-fluoro-1-methyl-1H-indazole), BrC=1C2=CN(N=C2C=C(C1)F)C (4-bromo-6-fluoro-2-methyl-2H-indazole). The yield is 12.0%. RXN SMILES: [Br:1][C:2]1[CH:10]=[C:9]([F:11])[CH:8]=[C:7]2[C:3]=1[CH:4]=[N:5][NH:6]2.[H-].[Na+].I[CH3:15].O>CN(C=O)C>[Br:1][C:2]1[CH:10]=[C:9]([F:11])[CH:8]=[C:7]2[C:3]=1[CH:4]=[N:5][N:6]2[CH3:15].[Br:1][C:2]1[C:3]2[C:7]([CH:8]=[C:9]([F:11])[CH:10]=1)=[N:6][N:5]([CH3:15])[CH:4]=2 |f:1.2|. Procedure: To a solution of 4-bromo-6-fluoro-1H-indazole (2.3 g, 10.7 mmol) in anhydrous DMF (36 mL) was added sodium hydride (60% dispersion in mineral oil, 0.51 g, 12.8 mmol, 1.2 eq.). After stirring at RT for 5 min, iodomethane (2.2 mL) was added, and the resulting mixture was stirred at RT overnight. The reaction mixture was poured into water (200 mL) and extracted with EtOAc (2×100 mL). The combined extracts were washed with water (200 mL) and brine (50 mL), dried (MgSO4), filtered, and evaporated in ... Starting materials: BrCCBr (1,2-dibromoethane), C1(=C(C=CC=C1)P(C1=C(C=CC=C1)C)C1=C(C=CC=C1)C)C (tri-o-tolylphosphine), COC([C@@H](NC(=O)OC(C)(C)C)CC1=CC=C(C=C1)I)=O (N-[(1,1-dimethylethoxy)carbonyl]-4-iodo-L-phenylalanine methyl ester), [Cl-].[NH4+] (ammonium chloride), C=C (ethylene), C[Si](Cl)(C)C (trimethylchlorosilane), IC=1C(N(C(N(C1C)C)=O)C)=O (5-iodo-1,3,6-trimethyl uracil). The reagents and catalysts are C=1C=CC(=CC1)/C=C/C(=O)/C=C/C2=CC=CC=C2.C=1C=CC(=CC1)/C=C/C(=O)/C=C/C2=CC=CC=C2.[Pd] (Pd(dba)2), [Zn] (zinc), [Zn] (zinc). Solvent: C1CCOC1 (THF), C1CCOC1 (THF), CC(=O)N(C)C (DMA). Reaction conditions: time 15 minute. Product: COC([C@@H](NC(=O)OC(C)(C)C)CC1=CC=C(C=C1)C=1C(N(C(N(C1C)C)=O)C)=O)=O (N-[(1,1-dimethylethoxy)carbonyl]-4-(1,3,6-trimethyl-2,4-dioxo-5-pyrimidinyl)-L-phenylalanine methyl ester). The yield is 72.1%. RXN SMILES: BrCCBr.C=C.C[Si](C)(C)Cl.I[C:13]1[C:14](=[O:23])[N:15]([CH3:22])[C:16](=[O:21])[N:17]([CH3:20])[C:18]=1[CH3:19].C1(C)C=CC=CC=1P(C1C=CC=CC=1C)C1C=CC=CC=1C.[CH3:46][O:47][C:48](=[O:66])[C@H:49]([CH2:58][C:59]1[CH:64]=[CH:63][C:62](I)=[CH:61][CH:60]=1)[NH:50][C:51]([O:53][C:54]([CH3:57])([CH3:56])[CH3:55])=[O:52].[Cl-].[NH4+]>C1COCC1.CC(N(C)C)=O.[Zn].C1C=CC(/C=C/C(/C=C/C2C=CC=CC=2)=O)=CC=1.C1C=CC(/C=C/C(/C=C/C2C=CC=CC=2)=O)=CC=1.[Pd]>[CH3:46][O:47][C:48](=[O:66])[C@H:49]([CH2:58][C:59]1[CH:60]=[CH:61][C:62]([C:13]2[C:14](=[O:23])[N:15]([CH3:22])[C:16](=[O:21])[N:17]([CH3:20])[C:18]=2[CH3:19])=[CH:63][CH:64]=1)[NH:50][C:51]([O:53][C:54]([CH3:57])([CH3:55])[CH3:56])=[O:52] |f:6.7,11.12.13|. Procedure: To a suspension of zinc dust (800 mmol, 52.29 g) in THF (26.0 mL) was added 1,2-dibromoethane (53.2 mmol, 4.58 mL) at room temperature. This suspension was heated to 60-65° C. with a heat gun until evolution of ethylene gas ceased (observed). The suspension was cooled to room temperature, trimethylchlorosilane (26.6 mmol, 3.38 mL) was added and the mixture was stirred for 15 min. A suspension of 5-iodo-1,3,6-trimethyl uracil (266 mmol, 74.6 g) in DMA (225 mL) was warmed to obtain a clear solutio... Reactants: F[B-](F)(F)F, CC(C)(C)c1ccc(CNCCc2ccc(Cl)c(Cl)c2)cc1, CCN(C(C)C)C(C)C, CN(C)C=O, O, CN(C)C(On1nnc2ccccc21)=[N+](C)C, O=C(O)c1cccc2cc[nH]c12. Yields the product CC(C)(C)c1ccc(CN(CCc2ccc(Cl)c(Cl)c2)C(=O)c2cccc3cc[nH]c23)cc1. RXN SMILES: [B-:13]([F:14])([F:15])([F:16])[F:17].[C:44]([CH3:45])([CH3:46])([CH3:47])[c:48]1[cH:49][cH:50][c:51]([CH2:52][NH:53][CH2:54][CH2:55][c:56]2[cH:57][c:58]([Cl:63])[c:59]([Cl:62])[cH:60][cH:61]2)[cH:64][cH:65]1.[CH:35]([N:36]([CH2:37][CH3:38])[CH:39]([CH3:40])[CH3:41])([CH3:42])[CH3:43].[O:66]=[CH:67][N:68]([CH3:69])[CH3:70].[OH2:71].[n:18]1([O:19][C:20]([N:21]([CH3:22])[CH3:23])=[N+:24]([CH3:25])[CH3:26])[c:27]2[cH:28][cH:29][cH:30][cH:31][c:32]2[n:33][n:34]1.[nH:1]1[cH:2][cH:3][c:4]2[cH:5][cH:6][cH:7][c:8]([C:10](=[O:11])[OH:12])[c:9]12>>[nH:1]1[cH:2][cH:3][c:4]2[cH:5][cH:6][cH:7][c:8]([C:10](=[O:12])[N:53]([CH2:52][c:51]3[cH:50][cH:49][c:48]([C:44]([CH3:45])([CH3:46])[CH3:47])[cH:65][cH:64]3)[CH2:54][CH2:55][c:56]3[cH:57][c:58]([Cl:63])[c:59]([Cl:62])[cH:60][cH:61]3)[c:9]12. Reported procedure: 7-[4-(2-butoxyethoxy)phenyl]-1-isobutyl-N-[4-[[(1-propyl-1,2,3-triazol-4-yl)methyl]sulfanyl]phenyl]-2,3-dihydro-1-benzazepine-4-carboxamide (0.55 g) was dissolved in methylene chloride (16.5 ml), and a solution of m-chloroperbenzoic acid (213 mg) in methylene chloride (11 ml) was added dropwise to the solution at −78° C. The mixture was stirred for 15 minutes, and an aqueous solution of saturated sodium thiosulfate was added to the mixture. The mixture was extracted with ethyl acetate, washed wi... Run in C(Cl)Cl (methylene chloride), C(Cl)Cl (methylene chloride). Product: C(CCC)OCCOC1=CC=C(C=C1)C=1C=CC2=C(C=C(CCN2CC(C)C)C(=O)NC2=CC=C(C=C2)S(=O)CC=2N=NN(C2)CCC)C1 (7-[4-(2-butoxyethoxy)phenyl]-1-isobutyl-N-[4-[[(1-propyl-1,2,3-triazol-4-yl)methyl]sulfinyl]phenyl]-2,3-dihydro-1-benzazepine-4-carboxamide). Run at time 15 minute. The yield is 69.3%. Reaction SMILES: [CH2:1]([O:5][CH2:6][CH2:7][O:8][C:9]1[CH:14]=[CH:13][C:12]([C:15]2[CH:16]=[CH:17][C:18]3[N:24]([CH2:25][CH:26]([CH3:28])[CH3:27])[CH2:23][CH2:22][C:21]([C:29]([NH:31][C:32]4[CH:37]=[CH:36][C:35]([S:38][CH2:39][C:40]5[N:41]=[N:42][N:43]([CH2:45][CH2:46][CH3:47])[CH:44]=5)=[CH:34][CH:33]=4)=[O:30])=[CH:20][C:19]=3[CH:48]=2)=[CH:11][CH:10]=1)[CH2:2][CH2:3][CH3:4].ClC1C=CC=C(C(OO)=[O:57])C=1.S([O-])([O-])(=O)=S.[Na+].[Na+]>C(Cl)Cl>[CH2:1]([O:5][CH2:6][CH2:7][O:8][C:9]1[CH:10]=[CH:11][C:12]([C:15]2[CH:16]=[CH:17][C:18]3[N:24]([CH2:25][CH:26]([CH3:27])[CH3:28])[CH2:23][CH2:22][C:21]([C:29]([NH:31][C:32]4[CH:33]=[CH:34][C:35]([S:38]([CH2:39][C:40]5[N:41]=[N:42][N:43]([CH2:45][CH2:46][CH3:47])[CH:44]=5)=[O:57])=[CH:36][CH:37]=4)=[O:30])=[CH:20][C:19]=3[CH:48]=2)=[CH:13][CH:14]=1)[CH2:2][CH2:3][CH3:4] |f:2.3.4|. The reactants are ClC1=CC(=CC=C1)C(=O)OO (m-chloroperbenzoic acid), C(CCC)OCCOC1=CC=C(C=C1)C=1C=CC2=C(C=C(CCN2CC(C)C)C(=O)NC2=CC=C(C=C2)SCC=2N=NN(C2)CCC)C1 (7-[4-(2-butoxyethoxy)phenyl]-1-isobutyl-N-[4-[[(1-propyl-1,2,3-triazol-4-yl)methyl]sulfanyl]phenyl]-2,3-dihydro-1-benzazepine-4-carboxamide), S(=S)(=O)([O-])[O-].[Na+].[Na+] (sodium thiosulfate). The reactants are COc1ccc(Cl)cc1[N+](=O)[O-], [Ni]. Yields the product COc1ccc(Cl)cc1N. Reaction SMILES: [Cl:1][c:2]1[cH:3][c:4]([N+:10]([O-:11])=[O:12])[c:5]([O:8][CH3:9])[cH:6][cH:7]1.[Ni:13]>>[Cl:1][c:2]1[cH:3][c:4]([NH2:10])[c:5]([O:8][CH3:9])[cH:6][cH:7]1. The reactants are ClC1=CC=C(C=N1)C=1OC(=C(N1)CCOS(=O)(=O)C1=CC=C(C=C1)C)C (toluene-4-sulfonic acid 2-[2-(6-chloro-pyridin-3-yl)-5-methyl-oxazol-4-yl]-ethyl ester), COC(CCC1=C(C=C(C=C1)O)C)=O (3-(4-Hydroxy-2-methyl-phenyl)-propionic acid methyl ester), C(=O)([O-])[O-].[Cs+].[Cs+] (Cs2CO3). The solvent is CN(C)C=O (DMF), C(C)(=O)OCC (ethyl acetate). Reaction conditions: temperature 60 celsius. Product: COC(CCC1=C(C=C(C=C1)OCCC=1N=C(OC1C)C=1C=NC(=CC1)Cl)C)=O (3-(4-{2-[2-(6-Chloro-pyridin-3-yl)-5-methyl-oxazol-4-yl]-ethoxy}-2-methyl-phenyl)-propionic acid methyl ester). As a reaction SMILES: [Cl:1][C:2]1[N:7]=[CH:6][C:5]([C:8]2[O:9][C:10]([CH3:26])=[C:11]([CH2:13][CH2:14][O:15]S(C3C=CC(C)=CC=3)(=O)=O)[N:12]=2)=[CH:4][CH:3]=1.[CH3:27][O:28][C:29](=[O:40])[CH2:30][CH2:31][C:32]1[CH:37]=[CH:36][C:35](O)=[CH:34][C:33]=1[CH3:39].C([O-])([O-])=O.[Cs+].[Cs+]>CN(C=O)C.C(OCC)(=O)C>[CH3:27][O:28][C:29](=[O:40])[CH2:30][CH2:31][C:32]1[CH:37]=[CH:36][C:35]([O:15][CH2:14][CH2:13][C:11]2[N:12]=[C:8]([C:5]3[CH:6]=[N:7][C:2]([Cl:1])=[CH:3][CH:4]=3)[O:9][C:10]=2[CH3:26])=[CH:34][C:33]=1[CH3:39] |f:2.3.4|. Procedure details: A mixture of toluene-4-sulfonic acid 2-[2-(6-chloro-pyridin-3-yl)-5-methyl-oxazol-4-yl]-ethyl ester (0.4 g, 1.0 mmol, 3-(4-Hydroxy-2-methyl-phenyl)-propionic acid methyl ester (0.2 g, 1 mmol) and Cs2CO3 (0.49 g, 1.5 mmol) in DMF (5 mL) is heated at 60° C. overnight, cooled to room temperature, diluted with ethyl acetate, washed with water and dried. Column chromatography on silica gel gave the product (85 mg). Starting materials: CC=1C=NC=CC1C (3,4-dimethylpyridine), BrCCCC1=CC=CC=C1 (1-bromo-3-phenylpropane). Product: C1(=CC=CC=C1)CCCCC1=C(C=NC=C1)C (1-phenyl-4-(3-methyl-4-pyridyl)-butane). Yield: 97.0%. Reaction SMILES: [CH3:1][C:2]1[CH:3]=[N:4][CH:5]=[CH:6][C:7]=1[CH3:8].Br[CH2:10][CH2:11][CH2:12][C:13]1[CH:18]=[CH:17][CH:16]=[CH:15][CH:14]=1>>[C:13]1([CH2:12][CH2:11][CH2:10][CH2:8][C:7]2[CH:6]=[CH:5][N:4]=[CH:3][C:2]=2[CH3:1])[CH:18]=[CH:17][CH:16]=[CH:15][CH:14]=1. Procedure: 1.62 g (15.1 mmol) of 3,4-dimethylpyridine and 3.0 g (15.1 mmol) of 1-bromo-3-phenylpropane were reacted in the same manner as in Example 26. The reaction product was purified to obtain 3.3 g of the desired compound (yield: 97.2%). The resulting compound was identified as 1-phenyl-4-(3-methyl-4-pyridyl)-butane (hereinafter referred to as compound 41) by the following analytical results. The reactants are CC(C)N(C(=N)OC(C)(C)C)C(C)C, ClCCl, OCCNc1ccc(F)c(Cl)c1. The product is CC(C)(C)OCCNc1ccc(F)c(Cl)c1. RXN SMILES: [CH:13]([N:14]([CH:15]([CH3:16])[CH3:17])[C:18](=[NH:23])[O:24][C:19]([CH3:20])([CH3:21])[CH3:22])([CH3:25])[CH3:26].[Cl:27][CH2:28][Cl:29].[OH:1][CH2:2][CH2:3][NH:4][c:5]1[cH:6][c:7]([Cl:12])[c:8]([F:11])[cH:9][cH:10]1>>[O:1]([CH2:2][CH2:3][NH:4][c:5]1[cH:6][c:7]([Cl:12])[c:8]([F:11])[cH:9][cH:10]1)[C:19]([CH3:20])([CH3:21])[CH3:22].